describe an organic reaction: reactants, conditions, products, and yield From a dataset of the Open Reaction Database (ORD), a public repository of structured organic reaction records. Starting materials: CC1CN(C(=O)OC(C)(C)C)CCC1c1cc(F)c(F)c2ccoc12, Cl, C1COCCO1. Yields the product Cl, CC1CNCCC1c1cc(F)c(F)c2ccoc12. As a reaction SMILES: [C:1]([O:2][C:3](=[O:4])[N:8]1[CH2:9][CH:10]([CH3:25])[CH:11]([c:14]2[cH:15][c:16]([F:24])[c:17]([F:23])[c:18]3[cH:19][cH:20][o:21][c:22]23)[CH2:12][CH2:13]1)([CH3:5])([CH3:6])[CH3:7].[ClH:26].[O:27]1[CH2:28][CH2:29][O:30][CH2:31][CH2:32]1>>[ClH:26].[NH:8]1[CH2:9][CH:10]([CH3:25])[CH:11]([c:14]2[cH:15][c:16]([F:24])[c:17]([F:23])[c:18]3[cH:19][cH:20][o:21][c:22]23)[CH2:12][CH2:13]1. Starting materials: Cl.CNOC (N,O-dimethylhydroxyamine hydrochloride), C(=O)([O-])[O-].[K+].[K+] (K2CO3), C(C1=CC=CC=C1)OC1=C(SC=C1)C(=O)O (3-(benzyloxy)-2-thiophenecarboxylic acid), C(C(=O)Cl)(=O)Cl (oxalyl chloride). Run in C(C)(=O)OCC (ethyl acetate), O (water), C(Cl)Cl (CH2Cl2), CN(C)C=O (DMF). Reaction conditions: time 1 hour. The product is C(C1=CC=CC=C1)OC1=C(SC=C1)C(=O)N(C)OC (3-(benzyloxy)-N-methoxy-N-methyl-2-thiophenecarboxamide). Yield: 97.8%. Reaction SMILES: [CH2:1]([O:8][C:9]1[CH:13]=[CH:12][S:11][C:10]=1[C:14]([OH:16])=O)[C:2]1[CH:7]=[CH:6][CH:5]=[CH:4][CH:3]=1.C(Cl)(=O)C(Cl)=O.Cl.[CH3:24][NH:25][O:26][CH3:27].C([O-])([O-])=O.[K+].[K+]>C(Cl)Cl.C(OCC)(=O)C.O.CN(C=O)C>[CH2:1]([O:8][C:9]1[CH:13]=[CH:12][S:11][C:10]=1[C:14]([N:25]([O:26][CH3:27])[CH3:24])=[O:16])[C:2]1[CH:3]=[CH:4][CH:5]=[CH:6][CH:7]=1 |f:2.3,4.5.6|. Reported procedure: To a solution of 3-(benzyloxy)-2-thiophenecarboxylic acid (3.00 g, 12.81 mmol) in CH2Cl2 (30 mL) were added oxalyl chloride (1.34 mL, 15.4 mmol) and DMF (0.05 mL). The mixture was stirred at room temperature for 1 hr, and concentrated under reduced pressure. The residue was dissolved in ethyl acetate (10 mL). Then the solution was added to a mixture of N,O-dimethylhydroxyamine hydrochloride (1.50 g, 15.37 mmol) and K2CO3 (3.54 g, 25.62 mmol) in ethyl acetate (30 mL) and water (30 mL) at 0° C. Th...